This data is from the Open Reaction Database (ORD), a public repository of structured organic reaction records. The task is: describe an organic reaction: reactants, conditions, products, and yield Reactants: C([O-])([O-])=O.[Li+].[Li+] (lithium carbonate), I[C@H]1C(C=C2CC[C@H]3[C@@H]4CCC([C@@]4(C)CC[C@@H]3[C@]2([C@H]1C)C)=O)=O (2α-iodo-1α-methyl-androst-4-ene-3,17-dione). The solvent is CN1C(CCC1)=O (N-methyl-pyrrolidone), ice water. Run at time 2 hour. Yields the product CC1=CC(C=C2CC[C@H]3[C@@H]4CCC([C@@]4(C)CC[C@@H]3[C@@]12C)=O)=O (1-methylandrosta-1,4-diene-3,17-dione). Isolated yield 59.6%. As a reaction SMILES: C(=O)([O-])[O-].[Li+].[Li+].I[C@@H:8]1[C@H:25]([CH3:26])[C@@:24]2([CH3:27])[C:11]([CH2:12][CH2:13][C@@H:14]3[C@@H:23]2[CH2:22][CH2:21][C@@:19]2([CH3:20])[C@H:15]3[CH2:16][CH2:17][C:18]2=[O:28])=[CH:10][C:9]1=[O:29]>CN1CCCC1=O>[CH3:26][C:25]1[C@@:24]2([CH3:27])[C:11]([CH2:12][CH2:13][C@@H:14]3[C@@H:23]2[CH2:22][CH2:21][C@@:19]2([CH3:20])[C@H:15]3[CH2:16][CH2:17][C:18]2=[O:28])=[CH:10][C:9](=[O:29])[CH:8]=1 |f:0.1.2|. Reported procedure: 147.78 mg (2 mmol) of lithium carbonate is heated to 130° C. in 3 ml of N-methyl-pyrrolidone under nitrogen atmosphere. 426 mg (1 mmol) of 2α-iodo-1α-methyl-androst-4-ene-3,17-dione of example 3 is added to this preheated solution. The solution is stirred for another 2 hours at this temperature. After cooling to room temperature, the solution is added in 20 ml of ice water and the product is extracted with ethyl acetate. After evaporation of the solvent, the crude product is purified with ethyl ... Procedure: Coupling of N-methyl-(D)-phenylalanyl-(L)-tryptophan methyl ester hydrochloride (see example 1) with 2-thiophenecarboxylic acid according to example 12 followed by hydrolysis of the methyl ester moiety according to example 1 gives N-(2-thiophenecarbonyl)-N-methyl-(D)-phenylalanyl-(L)-tryptophan; FAB-MS m/e 474 (M-H)-. RXN SMILES: Cl.C[O:3][C:4](=[O:29])[C@H:5]([CH2:19][C:20]1[C:28]2[C:23](=[CH:24][CH:25]=[CH:26][CH:27]=2)[NH:22][CH:21]=1)[NH:6][C:7](=[O:18])[C@@H:8]([CH2:11][C:12]1[CH:17]=[CH:16][CH:15]=[CH:14][CH:13]=1)[NH:9][CH3:10].[S:30]1[CH:34]=[CH:33][CH:32]=[C:31]1[C:35](O)=[O:36]>>[S:30]1[CH:34]=[CH:33][CH:32]=[C:31]1[C:35]([N:9]([CH3:10])[C@@H:8]([C:7]([NH:6][C@H:5]([C:4]([OH:3])=[O:29])[CH2:19][C:20]1[C:28]2[C:23](=[CH:24][CH:25]=[CH:26][CH:27]=2)[NH:22][CH:21]=1)=[O:18])[CH2:11][C:12]1[CH:13]=[CH:14][CH:15]=[CH:16][CH:17]=1)=[O:36] |f:0.1|. Starting materials: Cl.COC([C@@H](NC([C@H](NC)CC1=CC=CC=C1)=O)CC1=CNC2=CC=CC=C12)=O (N-methyl-(D)-phenylalanyl-(L)-tryptophan methyl ester hydrochloride), S1C(=CC=C1)C(=O)O (2-thiophenecarboxylic acid), methyl ester. Product: S1C(=CC=C1)C(=O)N([C@H](CC1=CC=CC=C1)C(=O)N[C@@H](CC1=CNC2=CC=CC=C12)C(=O)O)C (N-(2-thiophenecarbonyl)-N-methyl-(D)-phenylalanyl-(L)-tryptophan). Starting materials: C(C)(=O)O (acetic acid), solution, Cl (hydrogen chloride), C(=O)(OC(C)(C)C)N[C@@H](CC1=CC=C(C=C1)O)C(=O)N[C@H](CCSC)C(=O)NCC(=O)N[C@@H](CC1=CC=CC=C1)C(=O)C1C2(CC3CC(CC1(C3)N)C2)C(=O)OC (methyl Boc-L-tyrosyl-D-methionyl-glycyl-L-phenylalanyl-3-amino-1-adamantanecarboxylate). Solvent: O1CCOCC1 (dioxane), O1CCOCC1 (dioxane). Run at time 30 minute. The product is Cl.N[C@@H](CC1=CC=C(C=C1)O)C(=O)N[C@H](CCSC)C(=O)NCC(=O)N[C@@H](CC1=CC=CC=C1)C(=O)C1C2(CC3CC(CC1(C3)N)C2)C(=O)OC (methyl L-tyrosyl-D-methionyl-glycyl-L-phenylalanyl-3-amino-1-adamantanecarboxylate hydrochloride). RXN SMILES: C(O)(=O)C.[ClH:5].C([NH:13][C@H:14]([C:23]([NH:25][C@@H:26]([C:31]([NH:33][CH2:34][C:35]([NH:37][C@H:38]([C:46]([CH:48]1[C:55]2([NH2:57])[CH2:56][CH:51]3[CH2:52][CH:53]([CH2:58][C:49]1([C:59]([O:61][CH3:62])=[O:60])[CH2:50]3)[CH2:54]2)=[O:47])[CH2:39][C:40]1[CH:45]=[CH:44][CH:43]=[CH:42][CH:41]=1)=[O:36])=[O:32])[CH2:27][CH2:28][S:29][CH3:30])=[O:24])[CH2:15][C:16]1[CH:21]=[CH:20][C:19]([OH:22])=[CH:18][CH:17]=1)(OC(C)(C)C)=O>O1CCOCC1>[ClH:5].[NH2:13][C@H:14]([C:23]([NH:25][C@@H:26]([C:31]([NH:33][CH2:34][C:35]([NH:37][C@H:38]([C:46]([CH:48]1[C:55]2([NH2:57])[CH2:56][CH:51]3[CH2:52][CH:53]([CH2:58][C:49]1([C:59]([O:61][CH3:62])=[O:60])[CH2:50]3)[CH2:54]2)=[O:47])[CH2:39][C:40]1[CH:41]=[CH:42][CH:43]=[CH:44][CH:45]=1)=[O:36])=[O:32])[CH2:27][CH2:28][S:29][CH3:30])=[O:24])[CH2:15][C:16]1[CH:17]=[CH:18][C:19]([OH:22])=[CH:20][CH:21]=1 |f:4.5|. Procedure details: To a mixture of 5.0 ml acetic acid, 5.0 ml dioxane and 10.0 ml of a 6 M solution of hydrogen chloride in dioxane is added 1.0 g of methyl Boc-L-tyrosyl-D-methionyl-glycyl-L-phenylalanyl-3-amino-1-adamantanecarboxylate. The reaction mixture is allowed to stand for 30 minutes at room temperature then the solvent is removed by vacuum distillation. The residue is dissolved in a mixture of 2.0 ml methanol and 20 ml water and the solution is lyophilized to give methyl L-tyrosyl-D-methionyl-glycyl-L-ph... Starting materials: C(CCCCCCC)O (octan-1-ol), C1(=CC=CC=C1)C (toluene), C1(\C=C/C(=O)O1)=O (Maleic anhydride). The product is C(\C=C/C(=O)[O-])(=O)OCCCCCCCC.C(\C=C\C(=O)[O-])(=O)[O-] (Monooctyl Maleate Fumarate). As a reaction SMILES: [CH2:1]([OH:9])[CH2:2][CH2:3][CH2:4][CH2:5][CH2:6][CH2:7][CH3:8].[C:10]1(=[O:16])[O:15][C:13](=[O:14])[CH:12]=[CH:11]1.C1(C)C=CC=CC=1>>[C:10]([O:9][CH2:1][CH2:2][CH2:3][CH2:4][CH2:5][CH2:6][CH2:7][CH3:8])(=[O:16])/[CH:11]=[CH:12]\[C:13]([O-:15])=[O:14].[C:10]([O-:15])(=[O:16])/[CH:11]=[CH:12]/[C:13]([O-:9])=[O:14] |f:3.4|. Procedure: A mixture of octan-1-ol (250 ml, 1.59 mole) and toluene (200 ml) was placed in a 1-liter round bottomed flask fitted with stirrer and condenser. Maleic anhydride (153 g, 1.56 mole) was added and the mixture was stirred under reflux for 2 hours. The toluene was evaporated in vacuo and the resulting oil diluted with 30/40 petroleum ether (1.5 liters). The mixture was filtered and left to crystallise at 4° C. Two crops of crystals were obtained, the total yield being 311 g (87%). The crystals had a... Starting materials: C1=C(C=CC2=CC=CC=C12)SC1=C(C=O)C=CC=C1 (2-(2-naphthylthio)benzaldehyde), [BH4-].[Na+] (NaBH4). The solvent is CO (methanol), C1CCOC1 (THF). Reaction conditions: time 1 hour. Product: C1=C(C=CC2=CC=CC=C12)SC1=C(C=CC=C1)CO ([2-(2-naphthylthio)phenyl]methanol). The yield is 91.9%. Reaction SMILES: [CH:1]1[C:10]2[C:5](=[CH:6][CH:7]=[CH:8][CH:9]=2)[CH:4]=[CH:3][C:2]=1[S:11][C:12]1[CH:19]=[CH:18][CH:17]=[CH:16][C:13]=1[CH:14]=[O:15].[BH4-].[Na+]>CO.C1COCC1>[CH:1]1[C:10]2[C:5](=[CH:6][CH:7]=[CH:8][CH:9]=2)[CH:4]=[CH:3][C:2]=1[S:11][C:12]1[CH:19]=[CH:18][CH:17]=[CH:16][C:13]=1[CH2:14][OH:15] |f:1.2|. Reported procedure: To 2-(2-naphthylthio)benzaldehyde (7.24 g; 27.4 mmol from Example 6, step 1) in 70 mL of methanol and 30 mL of THF at 0° C. was added NaBH4 (54.8 mml) portionwise. After 1 h at 0° C., the solution was brought to r.t. and quenched with water. After dilution with EtOAc, the solution was washed with water and brine. The organic phase was dry over Na2SO4, filtered and the crude purified by silica gel chromatography to yield 6.71 g of the title compound. Reactants: CN(C=CC(=O)C1=NN(C=CC1=O)C1=CC=C(C=C1)N1CCOCC1)C (3-[3-(dimethylamino)prop-2-enoyl]-1-(4-morpholin-4-ylphenyl)pyridazin-4(1H)-one), CC(CNN)(C)C (2,2-dimethylpropylhydrazine). Solvent: CO (methanol). Yields the product CC(CN1N=CC=C1C1=NN(C=CC1=O)C1=CC=C(C=C1)N1CCOCC1)(C)C (3-[1-(2,2-Dimethylpropyl)-1H-pyrazol-5-yl]-1-(4-morpholin-4-ylphenyl)pyridazin-4(1H)-one). The yield is 22.4%. Reaction SMILES: CN(C)[CH:3]=[CH:4][C:5]([C:7]1[C:12](=[O:13])[CH:11]=[CH:10][N:9]([C:14]2[CH:19]=[CH:18][C:17]([N:20]3[CH2:25][CH2:24][O:23][CH2:22][CH2:21]3)=[CH:16][CH:15]=2)[N:8]=1)=O.[CH3:27][C:28]([CH3:33])([CH3:32])[CH2:29][NH:30][NH2:31]>CO>[CH3:27][C:28]([CH3:33])([CH3:32])[CH2:29][N:30]1[C:5]([C:7]2[C:12](=[O:13])[CH:11]=[CH:10][N:9]([C:14]3[CH:15]=[CH:16][C:17]([N:20]4[CH2:25][CH2:24][O:23][CH2:22][CH2:21]4)=[CH:18][CH:19]=3)[N:8]=2)=[CH:4][CH:3]=[N:31]1. Procedure details: To a solution of 3-[3-(dimethylamino)prop-2-enoyl]-1-(4-morpholin-4-ylphenyl)pyridazin-4(1H)-one (300 mg, 0.85 mmol) in 20 mL of methanol, 2,2-dimethylpropylhydrazine (346 mg, 3.39 mmol) was added, the resulting mixture was refluxed for 4 hours, and then concentrated. The residue was dissolved in dichloromethane (20 mL), washed with 1 M acetic acid aqueous solution and brine, dried over anhydrous Na2SO4, and concentrated under reduced pressure. The residue was purified by prep-HPLC to give the t... The reactants are BrCC1CC1 (bromomethyl-cyclopropane), O[C@H]1CN(CC1)C(=O)C1=CC2=NC=CC(=C2S1)Cl ((3R)-(3-hydroxy-pyrrolidin-1-yl)-[7-chloro-thieno[3,2-b]pyridin-2-yl]-methanone). Yields the product ClC1=C2C(=NC=C1)C=C(S2)C(=O)N2C[C@@H](CC2)OCC2CC2 ((3R)-(7-Chloro-thieno[3,2-b]pyridin-2-yl)-(3-cyclopropylmethoxy-pyrrolidin-1-yl)-methanone). RXN SMILES: Br[CH2:2][CH:3]1[CH2:5][CH2:4]1.[OH:6][C@@H:7]1[CH2:11][CH2:10][N:9]([C:12]([C:14]2[S:22][C:21]3[C:16](=[N:17][CH:18]=[CH:19][C:20]=3[Cl:23])[CH:15]=2)=[O:13])[CH2:8]1>>[Cl:23][C:20]1[CH:19]=[CH:18][N:17]=[C:16]2[CH:15]=[C:14]([C:12]([N:9]3[CH2:10][CH2:11][C@@H:7]([O:6][CH2:2][CH:3]4[CH2:5][CH2:4]4)[CH2:8]3)=[O:13])[S:22][C:21]=12. Procedure details: The title compound was prepared from bromomethyl-cyclopropane and (3R)-(3-hydroxy-pyrrolidin-1-yl)-[7-chloro-thieno[3,2-b]pyridin-2-yl]-methanone by a procedure analogous to Example 67B. MS: 337.2/339.2 (MH+); HPLC Rf: 5.232 min.; HPLC purity 85%.